From a dataset of the Open Reaction Database (ORD), a public repository of structured organic reaction records. describe an organic reaction: reactants, conditions, products, and yield Reactants: O=C(O)C(=O)O, CCOP(=O)(CN)OCC, ClCCCl, ClCCl, COc1c2c(c(O)c3ncccc13)C(=O)N(Cc1ccc(F)cc1)C2SCCC(=O)O, NCO[PH](=O)[O-]. The product is CCOP(=O)(CNC(=O)CCSC1c2c(c(O)c3ncccc3c2OC)C(=O)N1Cc1ccc(F)cc1)OCC. As a reaction SMILES: [C:32]([OH:33])(=[O:34])[C:35]([OH:36])=[O:37].[CH2:38]([CH3:39])[O:40][P:41]([O:42][CH2:43][CH3:44])(=[O:45])[CH2:46][NH2:47].[CH2:48]([Cl:49])[CH2:50][Cl:51].[Cl:58][CH2:59][Cl:60].[F:1][c:2]1[cH:3][cH:4][c:5]([CH2:6][N:7]2[CH:8]([S:24][CH2:25][CH2:26][C:27](=[O:28])[OH:29])[c:9]3[c:10]([O:22][CH3:23])[c:11]4[cH:12][cH:13][cH:14][n:15][c:16]4[c:17]([OH:21])[c:18]3[C:19]2=[O:20])[cH:30][cH:31]1.[PH:52](=[O:53])([O-:54])[O:55][CH2:56][NH2:57]>>[F:1][c:2]1[cH:3][cH:4][c:5]([CH2:6][N:7]2[CH:8]([S:24][CH2:25][CH2:26][C:27](=[O:29])[NH:47][CH2:46][P:41]([O:40][CH2:38][CH3:39])([O:42][CH2:43][CH3:44])=[O:45])[c:9]3[c:10]([O:22][CH3:23])[c:11]4[cH:12][cH:13][cH:14][n:15][c:16]4[c:17]([OH:21])[c:18]3[C:19]2=[O:20])[cH:30][cH:31]1. The product is ClC=1C=C(C=NC1N[C@H]1CN(CC1)CC1=CC(=CC=C1)C)/C=C/C(=O)NOC1OCCCC1 ((2E)-3-(5-chloro-6-([(3R)-1-(3-methylbenzyl)-3-pyrrolidinyl]amino)-3-pyridinyl)-N-(tetrahydro-2H-pyran-2-yloxy)acrylamide). Run in CN(C)C=O (DMF), C(=O)(C)OCC.O (AcOEt-H2O). Reaction SMILES: [Cl:1][C:2]1[CH:3]=[C:4](/[CH:22]=[CH:23]/[C:24](O)=[O:25])[CH:5]=[N:6][C:7]=1[NH:8][C@@H:9]1[CH2:13][CH2:12][N:11]([CH2:14][C:15]2[CH:20]=[CH:19][CH:18]=[C:17]([CH3:21])[CH:16]=2)[CH2:10]1.[O:27]1[CH2:32][CH2:31][CH2:30][CH2:29][CH:28]1[O:33][NH2:34].C1C=CC2N(O)N=NC=2C=1.CCN=C=NCCCN(C)C>CN(C=O)C.C(OCC)(C)=O.O>[Cl:1][C:2]1[CH:3]=[C:4](/[CH:22]=[CH:23]/[C:24]([NH:34][O:33][CH:28]2[CH2:29][CH2:30][CH2:31][CH2:32][O:27]2)=[O:25])[CH:5]=[N:6][C:7]=1[NH:8][C@@H:9]1[CH2:13][CH2:12][N:11]([CH2:14][C:15]2[CH:20]=[CH:19][CH:18]=[C:17]([CH3:21])[CH:16]=2)[CH2:10]1 |f:5.6|. The reactants are ClC=1C=C(C=NC1N[C@H]1CN(CC1)CC1=CC(=CC=C1)C)/C=C/C(=O)O ((2E)-3-(5-chloro-6-{[(3R)-1-(3-methylbenzyl)-3-pyrrolidinyl]amino}-3-pyridinyl)acrylic acid), O1C(CCCC1)ON (O-(tetrahydro-2H-pyran-2-yl)hydroxylamine), C=1C=CC2=C(C1)N=NN2O (HOBt), CCN=C=NCCCN(C)C (EDCI). The yield is 77.0%. Reported procedure: A mixture of A mixture of (2E)-3-(5-chloro-6-{[(3R)-1-(3-methylbenzyl)-3-pyrrolidinyl]amino}-3-pyridinyl)acrylic acid (410 mg), O-(tetrahydro-2H-pyran-2-yl)hydroxylamine (142 mg), HOBt (156 mg) and EDCI (180 mg) in DMF (15 ml) was stirred at ambient temperature for 15 hours. The reaction mixture was poured into a mixture of AcOEt-H2O and the organic layer was washed with brine and dried over MgSO4. The solvent was evaporated in vacuo and the residue was chromatographed on silicagel eluting with ... Conditions: time 15 hour. Starting materials: Cc1ncnc(C)c1C(=O)N1CC2CN(CCC(c3ccccc3)C3CCN(C(=O)OC(C)(C)C)CC3)CC2C1, C1CCOC1, O=S(=O)(OCC(F)(F)F)C(F)(F)F. Yields the product Cc1ncnc(C)c1C(=O)N1CC2CN(CCC(c3ccccc3)C3CCN(CC(F)F)CC3)CC2C1. As a reaction SMILES: [C:1]([O:2][C:6](=[O:3])[N:8]1[CH2:9][CH2:10][CH:11]([CH:14]([CH2:15][CH2:16][N:17]2[CH2:18][CH:19]3[CH2:20][N:21]([C:25](=[O:26])[c:27]4[c:28]([CH3:34])[n:29][cH:30][n:31][c:32]4[CH3:33])[CH2:22][CH:23]3[CH2:24]2)[c:35]2[cH:36][cH:37][cH:38][cH:39][cH:40]2)[CH2:12][CH2:13]1)([CH3:4])([CH3:5])[CH3:7].[CH2:54]1[O:55][CH2:56][CH2:57][CH2:58]1.[F:41][C:42]([F:43])([S:44]([O:45][CH2:46][C:47]([F:48])([F:49])[F:50])(=[O:51])=[O:53])[F:52]>>[CH2:6]([N:8]1[CH2:9][CH2:10][CH:11]([CH:14]([CH2:15][CH2:16][N:17]2[CH2:18][CH:19]3[CH2:20][N:21]([C:25](=[O:26])[c:27]4[c:28]([CH3:34])[n:29][cH:30][n:31][c:32]4[CH3:33])[CH2:22][CH:23]3[CH2:24]2)[c:35]2[cH:36][cH:37][cH:38][cH:39][cH:40]2)[CH2:12][CH2:13]1)[CH:42]([F:41])[F:52]. The reactants are ClCOCc1ccccc1, COCCOCCOC, [H-], [Na+], COC(=O)C(=O)c1ccc[nH]1. Product: COC(=O)C(=O)c1cccn1COCc1ccccc1. RXN SMILES: [CH2:14]([c:15]1[cH:16][cH:17][cH:18][cH:19][cH:20]1)[O:21][CH2:22][Cl:23].[CH3:24][O:25][CH2:26][CH2:27][O:28][CH2:29][CH2:30][O:31][CH3:32].[H-:12].[Na+:13].[nH:1]1[c:2]([C:6]([C:7](=[O:8])[O:9][CH3:10])=[O:11])[cH:3][cH:4][cH:5]1>>[n:1]1([CH2:22][O:21][CH2:14][c:15]2[cH:16][cH:17][cH:18][cH:19][cH:20]2)[c:2]([C:6]([C:7](=[O:8])[O:9][CH3:10])=[O:11])[cH:3][cH:4][cH:5]1. Starting materials: C(CC)N(C(=O)COC(CCNC(=O)OCC1=CC=CC=C1)=O)CCC (3-benzyloxycarbonylamino-propionic acid dipropylcarbamoylmethyl ester), Cl (HCl). The solvent is O1CCOCC1 (dioxane), O1CCOCC1 (dioxane). Run at time 8 hour. The product is C(CC)N(C(=O)COC(CCN)=O)CCC (3-Amino-propionic acid dipropylcarbamoylmethyl ester). RXN SMILES: [CH2:1]([N:4]([CH2:24][CH2:25][CH3:26])[C:5]([CH2:7][O:8][C:9](=[O:23])[CH2:10][CH2:11][NH:12]C(OCC1C=CC=CC=1)=O)=[O:6])[CH2:2][CH3:3].Cl>O1CCOCC1>[CH2:24]([N:4]([CH2:1][CH2:2][CH3:3])[C:5]([CH2:7][O:8][C:9](=[O:23])[CH2:10][CH2:11][NH2:12])=[O:6])[CH2:25][CH3:26]. Reported procedure: To a cooled stirred solution of 3-tert-butoxycarbonylamino-propionic acid dipropylcarbamoylmethyl ester (step 1) (36.5 g, 110 mmol) in dry dioxane under N2 was added dropwise 4N HCl in dioxane (18.12 ml, 597 mmol). The resulting mixture was allowed to warm to RT and stirred overnight. The solvent was removed in vacuo and the crude product was suspended in EtOAc (500 ml) and sonicated for 1 h. The resulting white precipitate was isolated by filtration and was dried under vacuum at 40° C. for 1 h ...